This data is from the Open Reaction Database (ORD), a public repository of structured organic reaction records. The task is: describe an organic reaction: reactants, conditions, products, and yield The reactants are COCOc1cnccc1OCC(Br)CBr, CCO, Cl. Product: Oc1cnccc1OCC(Br)CBr. Reaction SMILES: [Br:1][CH:2]([CH2:3][O:4][c:5]1[c:6]([O:11][CH2:12][O:13][CH3:14])[cH:7][n:8][cH:9][cH:10]1)[CH2:15][Br:16].[CH3:18][CH2:19][OH:20].[ClH:17]>>[Br:1][CH:2]([CH2:3][O:4][c:5]1[c:6]([OH:11])[cH:7][n:8][cH:9][cH:10]1)[CH2:15][Br:16]. Starting materials: C(CC)C1=NC2=C(C(NCC2)C(=O)OCC)N1CC1=CC=C(C=C1)C1=C(C=CC=C1)C1=NN=NN1 (ethyl 2-n-propyl-3-{2'-(1H-tetrazol-5-yl)biphenyl-4-yl}methyl-4,5,6,7-tetrahydroimidazo[4,5-c]pyridine-4-carboxylate), C(#N)CC(=O)O (cyanoacetic acid), Cl.C(C)N=C=NCCCN(C)C (1-ethyl-3-(3-dimethylaminopropyl)carbodiimide hydrochloride). Run in C(Cl)Cl (methylene chloride). Conditions: time 8 hour. Product: C(CC)C1=NC2=C(C(N(CC2)C(CC#N)=O)C(=O)OCC)N1CC1=CC=C(C=C1)C1=C(C=CC=C1)C1=NN=NN1 (ethyl 2-n-propyl-3-{2'-(1H-tetrazol-5-yl)biphenyl-4-yl}methyl-5-cyanoacetyl-4,5,6,7-tetrahydroimidazo[4,5-c}pyridine-4-carboxylate). The yield is 66.5%. As a reaction SMILES: [CH2:1]([C:4]1[N:17]([CH2:18][C:19]2[CH:24]=[CH:23][C:22]([C:25]3[CH:30]=[CH:29][CH:28]=[CH:27][C:26]=3[C:31]3[NH:35][N:34]=[N:33][N:32]=3)=[CH:21][CH:20]=2)[C:7]2[CH:8]([C:12]([O:14][CH2:15][CH3:16])=[O:13])[NH:9][CH2:10][CH2:11][C:6]=2[N:5]=1)[CH2:2][CH3:3].[C:36]([CH2:38][C:39](O)=[O:40])#[N:37].Cl.C(N=C=NCCCN(C)C)C>C(Cl)Cl>[CH2:1]([C:4]1[N:17]([CH2:18][C:19]2[CH:24]=[CH:23][C:22]([C:25]3[CH:30]=[CH:29][CH:28]=[CH:27][C:26]=3[C:31]3[NH:35][N:34]=[N:33][N:32]=3)=[CH:21][CH:20]=2)[C:7]2[CH:8]([C:12]([O:14][CH2:15][CH3:16])=[O:13])[N:9]([C:39](=[O:40])[CH2:38][C:36]#[N:37])[CH2:10][CH2:11][C:6]=2[N:5]=1)[CH2:2][CH3:3] |f:2.3|. Procedure: To a mixture of ethyl 2-n-propyl-3-{2'-(1H-tetrazol-5-yl)biphenyl-4-yl}methyl-4,5,6,7-tetrahydroimidazo[4,5-c]pyridine-4-carboxylate (1.00 g), cyanoacetic acid (0.36 g) and methylene chloride (20 ml) is added 1-ethyl-3-(3-dimethylaminopropyl)carbodiimide hydrochloride (0.82 g) at room temperature. The reaction mixture is stirred overnight at room temperature, and then washed with 2% aqueous hydrochloric acid and brine. The organic layer is dried and evaporated to remove the solvent. The crude re... The reactants are O=C1C(Br)CCN1c1ccc(OCc2ccccc2)cc1, CN(C)C=O, [I-], [Na+], N#C[Na], O. Product: N#CC1CCN(c2ccc(OCc3ccccc3)cc2)C1=O. RXN SMILES: [CH2:1]([c:2]1[cH:3][cH:4][cH:5][cH:6][cH:7]1)[O:8][c:9]1[cH:10][cH:11][c:12]([N:15]2[C:16](=[O:21])[CH:17]([Br:20])[CH2:18][CH2:19]2)[cH:13][cH:14]1.[CH3:28][N:29]([CH3:30])[CH:31]=[O:32].[I-:26].[Na+:25].[Na:22][C:23]#[N:24].[OH2:27]>>[CH2:1]([c:2]1[cH:3][cH:4][cH:5][cH:6][cH:7]1)[O:8][c:9]1[cH:10][cH:11][c:12]([N:15]2[C:16](=[O:21])[CH:17]([C:23]#[N:24])[CH2:18][CH2:19]2)[cH:13][cH:14]1. Starting materials: CO, COC(=O)c1ccc([N+](=O)[O-])n1C. The product is COC(=O)c1ccc(N)n1C. RXN SMILES: [CH3:14][OH:15].[CH3:1][n:2]1[c:3]([C:10](=[O:11])[O:12][CH3:13])[cH:4][cH:5][c:6]1[N+:7]([O-:8])=[O:9]>>[CH3:1][n:2]1[c:3]([C:10](=[O:11])[O:12][CH3:13])[cH:4][cH:5][c:6]1[NH2:7]. Reactants: O([N+](=O)[O-])C1CCNCC1 (4-Nitroxypiperidine), C(C)(C)N=C=O (isopropyl isocyanate), ice water. The solvent is C(C)(=O)OCC (ethyl acetate). Reaction conditions: temperature 10 celsius, time 2 hour. Product: C(C)(C)NC(=O)N1CCC(CC1)O[N+](=O)[O-] (1-Isopropylaminocarbonyl-4-nitroxypiperidine). As a reaction SMILES: [O:1]([CH:5]1[CH2:10][CH2:9][NH:8][CH2:7][CH2:6]1)[N+:2]([O-:4])=[O:3].[CH:11]([N:14]=[C:15]=[O:16])([CH3:13])[CH3:12]>C(OCC)(=O)C>[CH:11]([NH:14][C:15]([N:8]1[CH2:9][CH2:10][CH:5]([O:1][N+:2]([O-:4])=[O:3])[CH2:6][CH2:7]1)=[O:16])([CH3:13])[CH3:12]. Procedure details: 7 g. 4-Nitroxypiperidine are dissolved in 25 ml. ethyl acetate and mixed with 5.2 ml. isopropyl isocyanate while cooling with ice water to 0°to 5° C. The reaction mixture is stirred for 2 hours at 10° C. and then evaporated in a vacuum. The residue is taken up in diethyl ether and the precipitated crystals are filtered off with suction. There are obtained 6.6 g. of the title compound; m.p. 93°-95° C., 60% of theory. The reactants are FC1=C(N)C=CC(=C1)I (2-fluoro-4-iodoaniline), [Cu]C#N (Copper (I) cyanide), C([O-])(O)=O.[Na+] (sodium bicarbonate). Run in CN(C)C=O (DMF). Conditions: time 5 minute. Yields the product NC1=C(C=C(C#N)C=C1)F (4-amino-3-fluorobenzonitrile). Isolated yield 67.0%. As a reaction SMILES: [F:1][C:2]1[CH:8]=[C:7](I)[CH:6]=[CH:5][C:3]=1[NH2:4].[Cu][C:11]#[N:12].C(=O)(O)[O-].[Na+]>CN(C=O)C>[NH2:4][C:3]1[CH:5]=[CH:6][C:7]([C:11]#[N:12])=[CH:8][C:2]=1[F:1] |f:2.3|. Reported procedure: A 50 ml of two-neck round bottom flask was filled with argon gas, and the solution of 2-fluoro-4-iodoaniline (1 g, 5.219 mmol, 1 equiv.) in DMF was put into the flask. To the solution was added Copper (I) cyanide (453.4 mg, 5.063 mmol, 1.2 equiv.) and heated to reflux for 5 hours. After confirming the completion of the reaction with TLC, saturated sodium bicarbonate solution was added to the solution and stirred for 5 minutes. The resulting solution was extracted with methylenechloride, washed w... Starting materials: C(C1=CC=CC=C1)(=O)C1=C(C=C(C(=O)O)C=C1[N+](=O)[O-])OCC1=CC=CC=C1 (4-benzoyl-3-benzyloxy-5-nitrobenzoic acid), C(C1=CC=CC=C1)(=O)C1=C(C=C(C(=O)O)C=C1[N+](=O)[O-])OCC (4-benzoyl-3-ethoxy-5-nitrobenzoic acid). The product is NC=1C(=C(C=C(C(=O)O)C1)OCC)CC1=CC=CC=C1 (5-amino-4-benzyl-3-ethoxybenzoic acid). As a reaction SMILES: [C:1]([C:9]1[C:17]([N+:18]([O-])=O)=[CH:16][C:12]([C:13]([OH:15])=[O:14])=[CH:11][C:10]=1[O:21][CH2:22][C:23]1C=CC=CC=1)(=O)[C:2]1[CH:7]=[CH:6][CH:5]=[CH:4][CH:3]=1.C(C1C([N+]([O-])=O)=CC(C(O)=O)=CC=1OCC)(=O)C1C=CC=CC=1>>[NH2:18][C:17]1[C:9]([CH2:1][C:2]2[CH:7]=[CH:6][CH:5]=[CH:4][CH:3]=2)=[C:10]([O:21][CH2:22][CH3:23])[CH:11]=[C:12]([CH:16]=1)[C:13]([OH:15])=[O:14]. Procedure details: By replacing in Example 24, step A, 4-benzoyl-3-benzyloxy-5-nitrobenzoic acid with 4-benzoyl-3-ethoxy-5-nitrobenzoic acid and following the procedure described, 5-amino-4-benzyl-3-ethoxybenzoic acid is obtained with a melting point of 165°-167° C.